From a dataset of the Open Reaction Database (ORD), a public repository of structured organic reaction records. describe an organic reaction: reactants, conditions, products, and yield The reactants are CN(C=O)C (dimethylformamide), C([O-])([O-])=O.[K+].[K+] (potassium carbonate), P(=O)(Cl)(Cl)Cl (phosphorus oxychloride), ClC1=C(C=CC=C1)CC(=O)O (2-chlorophenylacetic acid). The solvent is C1(=CC=CC=C1)C (toluene). Run at time 30 minute. Yields the product ClC1=C(C=CC=C1)C(C=O)=CN(C)C (2-(2-Chlorophenyl)-3-dimethylaminoprop-2-enal). As a reaction SMILES: [CH3:1][N:2]([CH3:5])[CH:3]=O.P(Cl)(Cl)(Cl)=O.[Cl:11][C:12]1[CH:17]=[CH:16][CH:15]=[CH:14][C:13]=1[CH2:18][C:19](O)=[O:20].C(=O)([O-])[O-].[K+].[K+]>C1(C)C=CC=CC=1>[Cl:11][C:12]1[CH:17]=[CH:16][CH:15]=[CH:14][C:13]=1[C:18](=[CH:3][N:2]([CH3:5])[CH3:1])[CH:19]=[O:20] |f:3.4.5|. Procedure: 73 g of dimethylformamide are cooled to -50° C. 92 g of phosphorus oxychloride are added dropwise, followed by 34.2 g of 2-chlorophenylacetic acid, and the reaction mixture is stirred at room temperature for 30 minutes. It is then heated at 70°-80° C. for 5 hours 30 minutes. The reaction mixture is rendered alkaline with potassium carbonate, 200 ml of toluene are added and the mixture is heated in a water bath for 1 hour. Reactants: C(C1=CC=CC=C1)N (benzylamine), [OH-].[Na+] (sodium hydroxide), Cl (hydrochloric acid), O=CC[C@H](O)[C@H](O)CO (2-Deoxy-D-ribose), C(#N)[BH3-].[Na+] (sodium cyanoborohydride). The solvent is O (water). Conditions: time 8 hour. Product: NCC[C@@H]([C@H](CO)O)O (5-amino-1,2(S),3(S)-trihydroxy-pentane). RXN SMILES: C([NH2:8])C1C=CC=CC=1.Cl.O=[CH:11][CH2:12][C@@H:13]([C@@H:15]([CH2:17][OH:18])[OH:16])[OH:14].C([BH3-])#N.[Na+].[OH-].[Na+]>O>[NH2:8][CH2:11][CH2:12][C@H:13]([OH:14])[C@@H:15]([OH:16])[CH2:17][OH:18] |f:3.4,5.6|. Reported procedure: A solution of benzylamine (4.8 g., 48 mmole) in water (40 ml.) was acidified to pH 5 with 5N hydrochloric acid. 2-Deoxy-D-ribose (3.0 g., 27.5 mmole) and sodium cyanoborohydride (1.35 g., 21.5 mmole) were added and the solution was stirred and allowed to stand overnight at room temperature. The solution was basified to pH 10 with sodium hydroxide, washed several times with ethyl acetate to remove excess benzylamine, and acidified to pH 4 with hydrochloric acid. Methanol (60 ml.) was added and th... Reactants: CC(C)([O-])C (tert-Butoxide), C(CC)P(=O)(CCC)C1=CC=C(C=C1)N (4-(Dipropylphosphoryl)benzenamine), ClC1=C2N=CN(C2=NC(=N1)I)C1OCCCC1 (6-Chloro-2-iodo-9-(tetrahydro-2H-pyran-2-yl)-9H-purine). Run in C1CCOC1 (THF). Reaction conditions: temperature -10 celsius, time 30 minute. Product: C(CC)P(=O)(CCC)C1=CC=C(C=C1)NC1=C2N=CN(C2=NC(=N1)I)C1OCCCC1 (N-(4-(Dipropylphosphoryl)phenyl)-2-iodo-9-(tetrahydro-2H-pyran-2-yl)-9H-purin-6-amine). As a reaction SMILES: CC(C)([O-])C.[CH2:6]([P:9]([C:14]1[CH:19]=[CH:18][C:17]([NH2:20])=[CH:16][CH:15]=1)([CH2:11][CH2:12][CH3:13])=[O:10])[CH2:7][CH3:8].Cl[C:22]1[N:30]=[C:29]([I:31])[N:28]=[C:27]2[C:23]=1[N:24]=[CH:25][N:26]2[CH:32]1[CH2:37][CH2:36][CH2:35][CH2:34][O:33]1>C1COCC1>[CH2:6]([P:9]([C:14]1[CH:15]=[CH:16][C:17]([NH:20][C:22]2[N:30]=[C:29]([I:31])[N:28]=[C:27]3[C:23]=2[N:24]=[CH:25][N:26]3[CH:32]2[CH2:37][CH2:36][CH2:35][CH2:34][O:33]2)=[CH:18][CH:19]=1)([CH2:11][CH2:12][CH3:13])=[O:10])[CH2:7][CH3:8]. Procedure details: Patasium tert-Butoxide (0.19 g, 1.65 mmol) was suspended in 4.5 mL anhydrous THF under nitrogen and cooled to −10° C. in an ice-salt bath. 4-(Dipropylphosphoryl)benzenamine (0.12 g, 0.55 mmol) was added to the suspension and the mixture was stirred at −10° C. for 30 min. 6-Chloro-2-iodo-9-(tetrahydro-2H-pyran-2-yl)-9H-purine (Tetrahedron 2002, 58, 7911-7923, 0.18 mg, 0.5 mmol) was then added to the reaction mixture and the content was warmed to room temperature and stirred over night. The reacti... Reactants: COCO[C@@H]1CC(=C[C@H]2O[C@@H]12)C(=O)OC ((1R,5R,6S)-methyl 5-(methoxymethoxy)-7-oxabicyclo[4.1.0]hept-2-ene-3-carboxylate), [NH4+].[Cl-] (NH4Cl), [N-]=[N+]=[N-].[Na+] (NaN3), CCO (EtOH). The solvent is CN(C)C=O.CCO.O (DMF EtOH H2O). Conditions: temperature 25 celsius, time 10 hour. Yields the product N(=[N+]=[N-])[C@H]1C=C(C[C@H]([C@@H]1O)OCOC)C(=O)OC ((3S,4R,5R)-methyl 3-azido-4-hydroxy-5-(methoxymethoxy)cyclohex-1-enecarboxylate). The yield is 83.0%. RXN SMILES: [CH3:1][O:2][CH2:3][O:4][C@H:5]1[C@H:11]2[C@H:9]([O:10]2)[CH:8]=[C:7]([C:12]([O:14][CH3:15])=[O:13])[CH2:6]1.[NH4+].[Cl-].[N-:18]=[N+:19]=[N-:20].[Na+].CCO>CN(C=O)C.CCO.O>[N:18]([C@@H:9]1[C@@H:11]([OH:10])[C@H:5]([O:4][CH2:3][O:2][CH3:1])[CH2:6][C:7]([C:12]([O:14][CH3:15])=[O:13])=[CH:8]1)=[N+:19]=[N-:20] |f:1.2,3.4,6.7.8|. Procedure details: To a solution of cyclic epoxy ester 14 (107 mg, 0.5 mmol) in DMF/EtOH/H2O (1:1:0.5 mL) were added NH4Cl (160.5 g, 3 mmol) and NaN3 (197.4 g, 3 mmol) at 0° C. The mixture was then stirred at 25° C. for 10 h. After completion of reaction (monitored by TLC), EtOH was removed by rotary evaporation. The remaining solution was extracted with EtOAc (100 mL×3). The combined organic layers were washed with, brine (20 mL×6) and dried (Na2SO4). After evaporation of the solvent, the residue was purified by ... Starting materials: CC(C)(C)OC(=O)N1CCC(C(=O)Nc2cccc(Oc3ccc(F)cc3)c2)CC1, Cl, C1COCCO1. Product: Cl, O=C(Nc1cccc(Oc2ccc(F)cc2)c1)C1CCNCC1. Reaction SMILES: [C:1]([O:2][C:3](=[O:4])[N:8]1[CH2:9][CH2:10][CH:11]([C:14]([NH:15][c:16]2[cH:17][c:18]([O:22][c:23]3[cH:24][cH:25][c:26]([F:29])[cH:27][cH:28]3)[cH:19][cH:20][cH:21]2)=[O:30])[CH2:12][CH2:13]1)([CH3:5])([CH3:6])[CH3:7].[ClH:31].[O:32]1[CH2:33][CH2:34][O:35][CH2:36][CH2:37]1>>[ClH:31].[NH:8]1[CH2:9][CH2:10][CH:11]([C:14]([NH:15][c:16]2[cH:17][c:18]([O:22][c:23]3[cH:24][cH:25][c:26]([F:29])[cH:27][cH:28]3)[cH:19][cH:20][cH:21]2)=[O:30])[CH2:12][CH2:13]1. Yields the product Cl.BrC=1C=C(C=C(C1O)Br)C(=O)N1C2=C(OCC1)C=CN=C2 ((3,5-dibromo-4-hydroxy-phenyl)-(2,3-dihydro-pyrido[4,3-b][1,4]oxazin-4-yl)-methanone hydrochloric acid salt). As a reaction SMILES: [Br:1][C:2]1[CH:3]=[C:4]([C:10]([N:12]2[CH2:17][CH2:16][O:15][C:14]3[CH:18]=[CH:19][N:20]=[CH:21][C:13]2=3)=[O:11])[CH:5]=[C:6]([Br:9])[C:7]=1[OH:8].[ClH:22].O1CCOCC1>O1CCCC1>[ClH:22].[Br:1][C:2]1[CH:3]=[C:4]([C:10]([N:12]2[CH2:17][CH2:16][O:15][C:14]3[CH:18]=[CH:19][N:20]=[CH:21][C:13]2=3)=[O:11])[CH:5]=[C:6]([Br:9])[C:7]=1[OH:8] |f:4.5|. Conditions: time 20 minute. Isolated yield 93.7%. Procedure: In a 25 ml flask, (3,5-dibromo-4-hydroxy-phenyl)-(2,3-dihydro-pyrido[4,3-b][1,4]oxazin-4-yl)-methanone (510 mg, 1.23 mmol) and tetrahydrofuran (40 ml) were added and stirred at 750 for 20 minutes. 4.0M Hydrochloric acid dissolved in 1,4-dioxane (0.34 ml, 1.36 mmol) was added thereto dropwise and then stirred at 75□ for 10 minutes. The reaction mixture was filtered in hot state without cooling and washed with ether, and the resulting solid was dried under vacuum at 600 for 12 hours to obtain the ... The reactants are Cl (Hydrochloric acid), O1CCOCC1 (1,4-dioxane), BrC=1C=C(C=C(C1O)Br)C(=O)N1C2=C(OCC1)C=CN=C2 ((3,5-dibromo-4-hydroxy-phenyl)-(2,3-dihydro-pyrido[4,3-b][1,4]oxazin-4-yl)-methanone). Solvent: O1CCCC1 (tetrahydrofuran). Reactants: C(Cl)Cl (CH2Cl2), BrC1=CC=2N(C=C1)C(=CN2)C(=O)NC2=C(C=CC(=C2)C(NCC2=C(C=CC=C2)N2CCN(CC2)C)=O)F (7-bromo-N-(2-fluoro-5-(2-(4-methylpiperazin-1-yl)benzylcarbamoyl)phenyl)imidazo[1,2-a]pyridine-3-carboxamide), C([O-])([O-])=O.[Cs+].[Cs+] (cesium carbonate), CN1N=CC(=C1)B1OC(C(O1)(C)C)(C)C (1-methyl-4-(4,4,5,5-tetramethyl-1,3,2-dioxaborolan-2-yl)-1H-pyrazole). The reagents and catalysts are C1=CC=C(C=C1)P([C-]2C=CC=C2)C3=CC=CC=C3.C1=CC=C(C=C1)P([C-]2C=CC=C2)C3=CC=CC=C3.Cl[Pd]Cl.[Fe+2] (PdCl2(dppf)). The solvent is COCCOC (DME), O (water). Product: FC1=C(C=C(C=C1)C(NCC1=C(C=CC=C1)N1CCN(CC1)C)=O)NC(=O)C1=CN=C2N1C=CC(=C2)C=2C=NN(C2)C (N-(2-Fluoro-5-(2-(4-methylpiperazin-1-yl)benzylcarbamoyl)phenyl)-7-(1-methyl-1H-pyrazol-4-yl)imidazo[1,2-a]pyridine-3-carboxamide). As a reaction SMILES: Br[C:2]1[CH:7]=[CH:6][N:5]2[C:8]([C:11]([NH:13][C:14]3[CH:19]=[C:18]([C:20](=[O:36])[NH:21][CH2:22][C:23]4[CH:28]=[CH:27][CH:26]=[CH:25][C:24]=4[N:29]4[CH2:34][CH2:33][N:32]([CH3:35])[CH2:31][CH2:30]4)[CH:17]=[CH:16][C:15]=3[F:37])=[O:12])=[CH:9][N:10]=[C:4]2[CH:3]=1.C(=O)([O-])[O-].[Cs+].[Cs+].[CH3:44][N:45]1[CH:49]=[C:48](B2OC(C)(C)C(C)(C)O2)[CH:47]=[N:46]1.C(Cl)Cl>COCCOC.O.C1C=CC(P(C2C=CC=CC=2)[C-]2C=CC=C2)=CC=1.C1C=CC(P(C2C=CC=CC=2)[C-]2C=CC=C2)=CC=1.Cl[Pd]Cl.[Fe+2]>[F:37][C:15]1[CH:16]=[CH:17][C:18]([C:20](=[O:36])[NH:21][CH2:22][C:23]2[CH:28]=[CH:27][CH:26]=[CH:25][C:24]=2[N:29]2[CH2:34][CH2:33][N:32]([CH3:35])[CH2:31][CH2:30]2)=[CH:19][C:14]=1[NH:13][C:11]([C:8]1[N:5]2[CH:6]=[CH:7][C:2]([C:48]3[CH:47]=[N:46][N:45]([CH3:44])[CH:49]=3)=[CH:3][C:4]2=[N:10][CH:9]=1)=[O:12] |f:1.2.3,8.9.10.11|. Reported procedure: A mixture comprising 7-bromo-N-(2-fluoro-5-(2-(4-methylpiperazin-1-yl)benzylcarbamoyl)phenyl)imidazo[1,2-a]pyridine-3-carboxamide (Ex 1.1, step 1) (100 mg, 0.177 mmol) and cesium carbonate (230 mg, 0.707 mmol) in DME (2.5 ml) and water (1 ml) under nitrogen was treated with 1-methyl-4-(4,4,5,5-tetramethyl-1,3,2-dioxaborolan-2-yl)-1H-pyrazole followed by PdCl2(dppf).CH2Cl2 adduct (7.22 mg, 8.84 μmol) and heated using microwave radiation at 100° C. for 1 hr. After cooling to RT, the reaction mixtu... Reactants: C1=CC(=CC=C1CCC(=O)C=2C(=CC(=CC2O[C@H]3[C@@H]([C@H]([C@@H]([C@H](O3)CO)O)O)O)O)O)O (phlorizin), C(C)(=O)[O-].[Na+] (sodium acetate). Solvent: C(C)(=O)OC(C)=O (acetic anhydride). The product is CC(=O)CC(=O)CC(=O)O (triacetate). The yield is 181.7%. Reaction SMILES: C1C(CCC(C2C(O)=CC(O)=CC=2O[C@@H:18]2O[C@H:22]([CH2:24][OH:25])[C@@H:21]([OH:26])[C@H:20](O)[C@H:19]2[OH:28])=O)=CC=C(O)C=1.C([O-])(=[O:34])C.[Na+]>C(OC(=O)C)(=O)C>[CH3:18][C:19]([CH2:20][C:21]([CH2:22][C:24]([OH:34])=[O:25])=[O:26])=[O:28] |f:1.2|. Procedure details: 1 g of phlorizin, 10 mL of acetic anhydride, and 0.82 g (0.01 mol) of sodium acetate were reacted at 100° C. for 6 hrs. The reaction mixture was cooled and the triacetate derivative of phlorizin precipitated from the solution in the form of a crystalline solid. The crystalline solid was separated by filtration, dissolved in 50 mL of hot methanol, and re-crystallized twice from hot methanol. The reaction yielded 0.6 g of the triacetate. The reactants are C(C)(=O)O[BH-](OC(C)=O)OC(C)=O.[Na+] (sodium triacetoxyborohydride), NC1=CC=CC2=C1N(C(=N2)NC=2C(=NC(=NC2)OC)OC)CCCO (3-{7-amino-2-[(2,4-dimethoxypyrimidin-5-yl)amino]-1H-benzimidazol-1-yl}propan-1-ol), C(C)=O (acetaldehyde), C(C)(=O)O (acetic acid), C([O-])(O)=O.[Na+] (sodium bicarbonate). The solvent is O1CCCC1 (tetrahydrofuran). Conditions: time 14 hour. The product is C(C)N(C1=CC=CC2=C1N(C(=N2)NC=2C(=NC(=NC2)OC)OC)CCCO)CC (3-{7-(Diethylamino)-2-[(2,4-dimethoxypyrimidin-5-yl)amino]-1H-benzimidazol-1-yl}propan-1-ol). The yield is 78.0%. RXN SMILES: [NH2:1][C:2]1[C:7]2[N:8]([CH2:22][CH2:23][CH2:24][OH:25])[C:9]([NH:11][C:12]3[C:13]([O:20][CH3:21])=[N:14][C:15]([O:18][CH3:19])=[N:16][CH:17]=3)=[N:10][C:6]=2[CH:5]=[CH:4][CH:3]=1.[CH:26](=O)[CH3:27].[C:29](O)(=O)[CH3:30].C(O[BH-](OC(=O)C)OC(=O)C)(=O)C.[Na+].C(=O)(O)[O-].[Na+]>O1CCCC1>[CH2:29]([N:1]([CH2:26][CH3:27])[C:2]1[C:7]2[N:8]([CH2:22][CH2:23][CH2:24][OH:25])[C:9]([NH:11][C:12]3[C:13]([O:20][CH3:21])=[N:14][C:15]([O:18][CH3:19])=[N:16][CH:17]=3)=[N:10][C:6]=2[CH:5]=[CH:4][CH:3]=1)[CH3:30] |f:3.4,5.6|. Procedure details: To a mixture of 3-{7-amino-2-[(2,4-dimethoxypyrimidin-5-yl)amino]-1H-benzimidazol-1-yl}propan-1-ol (99 mg, 0.287 mmol), acetaldehyde (90%, 0.178 mL, 2.87 mmol) and acetic acid (0.066 mL, 1.15 mmol) in tetrahydrofuran (2.0 mL) was added sodium triacetoxyborohydride (384 mg, 1.72 mmol) portionwise at 0° C. The mixture was warmed to room temperature and stirred for 14 hr. Aqueous sodium bicarbonate was added and the mixture was extracted with ethyl acetate. Organic layer was washed with brine, drie...